Dataset: the Open Reaction Database (ORD), a public repository of structured organic reaction records. Task: describe an organic reaction: reactants, conditions, products, and yield Reactants: Brc1cncc(Br)c1, ClCCl, O=C(OO)c1cccc(Cl)c1. Product: [O-][n+]1cc(Br)cc(Br)c1. RXN SMILES: [Br:1][c:2]1[cH:3][n:4][cH:5][c:6]([Br:7])[cH:8]1.[CH2:20]([Cl:21])[Cl:22].[Cl:9][c:10]1[cH:11][cH:12][cH:13][c:14]([C:15]([O:16][OH:18])=[O:17])[cH:19]1>>[Br:1][c:2]1[cH:3][n+:4]([O-:17])[cH:5][c:6]([Br:7])[cH:8]1. The reactants are ClC(Cl)Cl, Cc1ccc(S(=O)(=O)N2C(CCCCl)CCC2c2ccc(F)cc2)cc1, c1cn[nH]c1. Yields the product Cc1ccc(S(=O)(=O)N2C(CCCn3cccn3)CCC2c2ccc(F)cc2)cc1. RXN SMILES: [CH:32]([Cl:33])([Cl:34])[Cl:35].[Cl:1][CH2:2][CH2:3][CH2:4][CH:5]1[N:6]([S:17](=[O:18])(=[O:19])[c:20]2[cH:21][cH:22][c:23]([CH3:26])[cH:24][cH:25]2)[CH:7]([c:10]2[cH:11][cH:12][c:13]([F:16])[cH:14][cH:15]2)[CH2:8][CH2:9]1.[nH:27]1[n:28][cH:29][cH:30][cH:31]1>>[CH2:2]([CH2:3][CH2:4][CH:5]1[N:6]([S:17](=[O:18])(=[O:19])[c:20]2[cH:21][cH:22][c:23]([CH3:26])[cH:24][cH:25]2)[CH:7]([c:10]2[cH:11][cH:12][c:13]([F:16])[cH:14][cH:15]2)[CH2:8][CH2:9]1)[n:27]1[n:28][cH:29][cH:30][cH:31]1. Starting materials: CCCCCC=CCC=CCCCCCCCCCl, NCC1(C(=O)O)CCCCC1, [Na+], [OH-]. The product is CCCCCC=CCC=CCCCCCCCCNCC1(C(=O)O)CCCCC1. RXN SMILES: [CH2:12]([CH2:13][CH2:14][CH2:15][CH2:16][CH2:17][CH2:18][CH2:19][CH:20]=[CH:21][CH2:22][CH:23]=[CH:24][CH2:25][CH2:26][CH2:27][CH2:28][CH3:29])[Cl:30].[NH2:1][CH2:2][C:3]1([C:9](=[O:10])[OH:11])[CH2:4][CH2:5][CH2:6][CH2:7][CH2:8]1.[Na+:32].[OH-:31]>>[NH:1]([CH2:2][C:3]1([C:9](=[O:10])[OH:11])[CH2:4][CH2:5][CH2:6][CH2:7][CH2:8]1)[CH2:12][CH2:13][CH2:14][CH2:15][CH2:16][CH2:17][CH2:18][CH2:19][CH:20]=[CH:21][CH2:22][CH:23]=[CH:24][CH2:25][CH2:26][CH2:27][CH2:28][CH3:29]. Starting materials: NO (hydroxylamine), COC(=O)CCCCC1=CN(C2=CC=CC=C12)C=1C=NC=CC1 (3-(4-methoxycarbonylbutyl)-N-(3-pyridyl)indole). The solvent is CO (methanol). Reaction conditions: time 20 hour. The product is ONC(=O)CCCCC1=CN(C2=CC=CC=C12)C=1C=NC=CC1 (3-[4-(hydroxycarbamoyl)butyl]-N-(3-pyridyl)indole). As a reaction SMILES: [NH2:1][OH:2].C[O:4][C:5]([CH2:7][CH2:8][CH2:9][CH2:10][C:11]1[C:19]2[C:14](=[CH:15][CH:16]=[CH:17][CH:18]=2)[N:13]([C:20]2[CH:21]=[N:22][CH:23]=[CH:24][CH:25]=2)[CH:12]=1)=O>CO>[OH:2][NH:1][C:5]([CH2:7][CH2:8][CH2:9][CH2:10][C:11]1[C:19]2[C:14](=[CH:15][CH:16]=[CH:17][CH:18]=2)[N:13]([C:20]2[CH:21]=[N:22][CH:23]=[CH:24][CH:25]=2)[CH:12]=1)=[O:4]. Reported procedure: A solution of hydroxylamine (from 2.06 g of hydroxylamine hydrochloride and 2.02 g of sodium hydroxide) and 7.6 g of 3-(4-methoxycarbonylbutyl)-N-(3-pyridyl)indole in 25 ml of methanol is allowed to stand at room temperature for 20 hours. The methanol is evaporated and the residue is taken up in 5 ml of water and adjusted to pH=7. The mixture is extracted with methylene chloride, the extract is washed with water, dried and evaporated to dryness yielding 3-[4-(hydroxycarbamoyl)butyl]-N-(3-pyridyl...